This data is from the Open Reaction Database (ORD), a public repository of structured organic reaction records. The task is: describe an organic reaction: reactants, conditions, products, and yield Starting materials: CCCCc1ccc(CN)cc1, COC(=O)Cc1cccc(C=O)c1, CO, CCOC(C)=O, Cl, [Na+], C1COCCO1, [OH-]. Product: CCCCc1ccc(CNCc2cccc(CC(=O)OC)c2)cc1. RXN SMILES: [CH2:1]([CH2:2][CH2:3][CH3:4])[c:5]1[cH:6][cH:7][c:8]([CH2:9][NH2:10])[cH:11][cH:12]1.[CH3:20][O:21][C:22]([CH2:23][c:24]1[cH:25][c:26]([CH:30]=[O:31])[cH:27][cH:28][cH:29]1)=[O:32].[CH3:33][OH:34].[CH3:35][CH2:36][O:37][C:38]([CH3:39])=[O:40].[ClH:13].[Na+:42].[O:14]1[CH2:15][CH2:16][O:17][CH2:18][CH2:19]1.[OH-:41]>>[CH2:1]([CH2:2][CH2:3][CH3:4])[c:5]1[cH:6][cH:7][c:8]([CH2:9][NH:10][CH2:30][c:26]2[cH:25][c:24]([CH2:23][C:22]([O:21][CH3:20])=[O:32])[cH:29][cH:28][cH:27]2)[cH:11][cH:12]1. Reactants: [Li]CCCC, COC(=O)Cc1ccc(S(C)(=O)=O)c(S(C)(=O)=O)c1, CN1CCCN(C)C1=O, CC(C)NC(C)C, ICC1CCCC1, C1CCOC1. Yields the product COC(=O)C(CC1CCCC1)c1ccc(S(C)(=O)=O)c(S(C)(=O)=O)c1. Reaction SMILES: [CH2:8]([Li:9])[CH2:10][CH2:11][CH3:12].[CH3:13][O:14][C:15]([CH2:16][c:17]1[cH:18][c:19]([S:27](=[O:28])(=[O:29])[CH3:30])[c:20]([S:23](=[O:24])(=[O:25])[CH3:26])[cH:21][cH:22]1)=[O:31].[CH3:44][N:45]1[CH2:46][CH2:47][CH2:48][N:49]([CH3:50])[C:51]1=[O:52].[CH:1]([NH:2][CH:3]([CH3:4])[CH3:5])([CH3:6])[CH3:7].[I:32][CH2:33][CH:34]1[CH2:35][CH2:36][CH2:37][CH2:38]1.[O:39]1[CH2:40][CH2:41][CH2:42][CH2:43]1>>[CH3:13][O:14][C:15]([CH:16]([c:17]1[cH:18][c:19]([S:27](=[O:28])(=[O:29])[CH3:30])[c:20]([S:23](=[O:24])(=[O:25])[CH3:26])[cH:21][cH:22]1)[CH2:33][CH:34]1[CH2:35][CH2:36][CH2:37][CH2:38]1)=[O:31]. Product: ClC1=CC=C(C=C1)C1=NSC(=C1COC1=CC(=C(C=C1)CCC(=O)OC)C(F)F)C(F)(F)F (Methyl 3-(4-((3-(4-chlorophenyl)-5-(trifluoromethyl)isothiazol-4-yl)methoxy)-2-(difluoromethyl)phenyl)propanoate). The yield is 54.4%. The reagents and catalysts are [Ni](Cl)Cl (nickel chloride). Run in O (water). Procedure details: (E)-Methyl 3-(4-((3-(4-chlorophenyl)-5-(trifluoromethyl)isothiazol-4-yl)methoxy)-2-(difluoromethyl)phenyl)acrylate (55 mg, 0.109 mmol) in a mixed solvent system (MeOH (2 mL); water (0.5 mL)) was treated with sodium borohydride (8.2 mg, 0.218 mmol) and nickel chloride (1.5 mg, 0.011 mmol) for 10 min. The solvent was removed and the residue was partitioned between ethyl acetate and saturated ammonium chloride. The organic layer was dried, filtered, and the filtrate was concentrated under reduced p... Reactants: ClC1=CC=C(C=C1)C1=NSC(=C1COC1=CC(=C(C=C1)/C=C/C(=O)OC)C(F)F)C(F)(F)F ((E)-Methyl 3-(4-((3-(4-chlorophenyl)-5-(trifluoromethyl)isothiazol-4-yl)methoxy)-2-(difluoromethyl)phenyl)acrylate), CO (MeOH), [BH4-].[Na+] (sodium borohydride). As a reaction SMILES: [Cl:1][C:2]1[CH:7]=[CH:6][C:5]([C:8]2[C:12]([CH2:13][O:14][C:15]3[CH:20]=[CH:19][C:18](/[CH:21]=[CH:22]/[C:23]([O:25][CH3:26])=[O:24])=[C:17]([CH:27]([F:29])[F:28])[CH:16]=3)=[C:11]([C:30]([F:33])([F:32])[F:31])[S:10][N:9]=2)=[CH:4][CH:3]=1.CO.[BH4-].[Na+]>[Ni](Cl)Cl.O>[Cl:1][C:2]1[CH:7]=[CH:6][C:5]([C:8]2[C:12]([CH2:13][O:14][C:15]3[CH:20]=[CH:19][C:18]([CH2:21][CH2:22][C:23]([O:25][CH3:26])=[O:24])=[C:17]([CH:27]([F:28])[F:29])[CH:16]=3)=[C:11]([C:30]([F:32])([F:31])[F:33])[S:10][N:9]=2)=[CH:4][CH:3]=1 |f:2.3|. The reactants are O=C(O)c1ccc2c(c1)OCO2, CCN=C=NCCCN(C)C, CCN(C(C)C)C(C)C, NNC(=O)c1cc2cc(Cl)ncc2[nH]1, CN(C)C=O, O, On1nnc2ccccc21. Product: O=C(NNC(=O)c1cc2cc(Cl)ncc2[nH]1)c1ccc2c(c1)OCO2. Reaction SMILES: [C:45]([c:46]1[cH:47][c:48]2[c:52]([cH:53][cH:54]1)[O:51][CH2:50][O:49]2)(=[O:55])[OH:56].[CH3:25][CH2:26][N:27]=[C:28]=[N:29][CH2:30][CH2:31][CH2:32][N:33]([CH3:34])[CH3:35].[CH:36]([N:37]([CH2:38][CH3:39])[CH:40]([CH3:41])[CH3:42])([CH3:43])[CH3:44].[Cl:1][c:2]1[cH:3][c:4]2[c:5]([cH:6][n:7]1)[nH:8][c:9]([C:11](=[O:12])[NH:13][NH2:14])[cH:10]2.[O:57]=[CH:58][N:59]([CH3:60])[CH3:61].[OH2:62].[OH:15][n:16]1[c:17]2[c:18]([cH:19][cH:20][cH:21][cH:22]2)[n:23][n:24]1>>[Cl:1][c:2]1[cH:3][c:4]2[c:5]([cH:6][n:7]1)[nH:8][c:9]([C:11](=[O:12])[NH:13][NH:14][C:45]([c:46]1[cH:47][c:48]3[c:52]([cH:53][cH:54]1)[O:51][CH2:50][O:49]3)=[O:55])[cH:10]2. Starting materials: CC=1C=CC2=C(C(=[N+](CC(N2CCCl)CCl)[O-])C=2OC=CC2)C1 (7-methyl-1-(β-chloroethyl)-2-chloromethyl-5-(2-furyl)-2,3-dihydro-1H-1,4-benzodiazepine 4-oxide). The solvent is C(CCC)N (n-butylamine). Conditions: temperature 90 celsius. The product is C(CCC)N1CC2N(C3=C(C(=[N+](C2)[O-])C=2OC=CC2)C=C(C=C3)C)CC1 (1,2,3,4,4a,5-hexahydro-3-(n-butyl)-9-methyl-7-(2-furyl)-pyrazino[1,2-a][1,4]benzodiazepine 6-oxide). The yield is 104.9%. As a reaction SMILES: [CH3:1][C:2]1[CH:3]=[CH:4][C:5]2[N:11]([CH2:12][CH2:13]Cl)[CH:10]([CH2:15]Cl)[CH2:9][N+:8]([O-:17])=[C:7]([C:18]3[O:19][CH:20]=[CH:21][CH:22]=3)[C:6]=2[CH:23]=1>C(N)CCC>[CH2:7]([N:8]1[CH2:13][CH2:12][N:11]2[C:5]3[CH:4]=[CH:3][C:2]([CH3:1])=[CH:23][C:6]=3[C:7]([C:18]3[O:19][CH:20]=[CH:21][CH:22]=3)=[N+:8]([O-:17])[CH2:9][CH:10]2[CH2:15]1)[CH2:6][CH2:5][CH3:4]. Reported procedure: 4 g of 7-methyl-1-(β-chloroethyl)-2-chloromethyl-5-(2-furyl)-2,3-dihydro-1H-1,4-benzodiazepine 4-oxide (prepared analogously to Example 5A-C) are dissolved in 10 ml of n-butylamine and the solution is heated to 90° C. in an autoclave for 14 hours. After the reaction mixture has been worked up, the resulting crude product is purified by chromatography on aluminium oxide of activity level II, using methylene chloride/chloroform, and is crystallised from ether. 2.1 g of 1,2,3,4,4a,5-hexahydro-3-(n-... Starting materials: CC1=NOC(=C1)C1(CC1)C(=O)O (1-(3-methylisoxazol-5-yl)cyclopropanecarboxylic acid), CC1=CC(=NO1)C(=O)OCC (ethyl 5-methylisoxazole-3-carboxylate). Yields the product CC1=CC(=NO1)C1(CC1)C(=O)O (1-(5-Methylisoxazol-3-yl)cyclopropanecarboxylic acid). Reaction SMILES: [CH3:1][C:2]1[CH:6]=[C:5]([C:7]2([C:10]([OH:12])=[O:11])[CH2:9][CH2:8]2)ON=1.CC1[O:18][N:17]=C(C(OCC)=O)C=1>>[CH3:1][C:2]1[O:18][N:17]=[C:5]([C:7]2([C:10]([OH:12])=[O:11])[CH2:8][CH2:9]2)[CH:6]=1. Procedure details: The title compound was prepared by a method analogous to the one used for Intermediate 8, but using ethyl 5-methylisoxazole-3-carboxylate as the starting material. MS (ES+) (M+H) 168.0; LCMS retention time: 2.06 minutes. (Method L). 1H NMR (500 MHz, CD3OD) δ 1.38-1.42 (m, 2H), 1.58-1.62 (m, 2H), 2.39 (s, 3H), 6.32 (s, 1H).